From a dataset of the Open Reaction Database (ORD), a public repository of structured organic reaction records. describe an organic reaction: reactants, conditions, products, and yield Starting materials: [Mg] (magnesium), [Cl-].[NH4+] (ammonium chloride), COC1=CC=C2CCCC(C2=C1)=O (7-methoxy-1-tetralone), BrC1CC1 (bromocyclopropane). Solvent: O1CCCC1 (tetrahydrofuran), O1CCCC1 (tetrahydrofuran). Conditions: time 30 minute. Product: BrCCCC1=CCCC2=CC=C(C=C12)OC (4-(3-Bromopropyl)-1,2-dihydro-6-methoxynaphthalene). The yield is 83.6%. RXN SMILES: [Mg].[Br:2][CH:3]1[CH2:5][CH2:4]1.[CH3:6][O:7][C:8]1[CH:17]=[C:16]2[C:11]([CH2:12][CH2:13][CH2:14][C:15]2=O)=[CH:10][CH:9]=1.[Cl-].[NH4+]>O1CCCC1>[Br:2][CH2:3][CH2:4][CH2:5][C:15]1[C:16]2[C:11](=[CH:10][CH:9]=[C:8]([O:7][CH3:6])[CH:17]=2)[CH2:12][CH2:13][CH:14]=1 |f:3.4|. Reported procedure: To tetrahydrofuran (100 ml), in which magnesium (2.9 g) was suspended, was gradually added dropwise under ice-cooling bromocyclopropane (14.4 g, 119 mmol.) under argon atmosphere. The mixture was stirred for 30 minutes at room temperature, to which was added dropwise a tetrahydrofuran (50 ml) solution of 7-methoxy-1-tetralone (15 g, 85.1 mmol.), which was heated for 2 hours under reflux. The reaction mixture was cooled to room temperature, to which was poured a saturated aqueous solution of ammo... Starting materials: C(CCC)[Li] (n-butyl lithium), O1C(CCCC1)OC1OCCCC1 (tetrahydropyranyl ether), C#CC(CCCCC)O (1-octyn-3-ol), [Cl-].[NH4+] (ammonium chloride), C[Si](OC1(C(C(CC(C1)O[Si](C)(C)C)(C)C)=O)C)(C)C (2,4-bis(trimethylsiloxy)-2,6,6-trimethylcyclohexanone). The solvent is C1CCOC1 (THF), CCCCCC (n-hexane), C1CCOC1 (THF). Run at time 30 minute. Yields the product OC1(C(CC(CC1(C)C)O)(C)O)C#CC(CCCCC)O (1-(1,2,4-trihydroxy-2,6,6-trimethylcyclohexyl)oct-1-yn-3-ol). Yield: 85.0%. Reaction SMILES: C([Li])CCC.O1CCCCC1OC1CCCCO1.[CH:19]#[C:20][CH:21]([OH:27])[CH2:22][CH2:23][CH2:24][CH2:25][CH3:26].C[Si](C)(C)[O:30][C:31]1([CH3:45])[CH2:36][CH:35]([O:37][Si](C)(C)C)[CH2:34][C:33]([CH3:43])([CH3:42])[C:32]1=[O:44].[Cl-].[NH4+]>C1COCC1.CCCCCC>[OH:44][C:32]1([C:19]#[C:20][CH:21]([OH:27])[CH2:22][CH2:23][CH2:24][CH2:25][CH3:26])[C:33]([CH3:43])([CH3:42])[CH2:34][CH:35]([OH:37])[CH2:36][C:31]1([OH:30])[CH3:45] |f:4.5|. Procedure details: To 2.8 ml of a 1.6M n-hexane solution of n-butyl lithium was added 10 ml of anhydrous THF at -78° C. (bath temperature) in a nitrogen atmosphere, and 1.1 g of a tetrahydropyranyl ether of 1-octyn-3-ol was added dropwise thereto under the same conditions. After the addition, the mixture was stirred for 30 minutes. Then, 15 ml of an anhydrous THF solution containing 1.4 g of 2,4-bis(trimethylsiloxy)-2,6,6-trimethylcyclohexanone was added dropwise to the mixture under the same conditions over 20 mi... Reactants: C(C1=CC=CC=C1)OC(=O)N1CC(N(CC1)CC1=CC=C(C=C1)Br)=O (4-benzyloxycarbonyl-1-(4-bromobenzyl)-2-piperazinone), N1=CC=C(C=C1)OB(O)O (4-pyridylboric acid), tetrakis (triphenylphosphine)palladium, C([O-])([O-])=O.[Na+].[Na+] (sodium carbonate), C1(=CC=CC=C1)C (toluene). Run in C(C)O (ethanol), C(C)(=O)OCC (ethyl acetate). The product is C(C1=CC=CC=C1)OC(=O)N1CC(N(CC1)CC1=CC=C(C=C1)C1=CC=NC=C1)=O (4-benzyloxycarbonyl-1-[4-(4-pyridyl)benzyl]-2-piperazinone). Isolated yield 40.1%. As a reaction SMILES: [CH2:1]([O:8][C:9]([N:11]1[CH2:16][CH2:15][N:14]([CH2:17][C:18]2[CH:23]=[CH:22][C:21](Br)=[CH:20][CH:19]=2)[C:13](=[O:25])[CH2:12]1)=[O:10])[C:2]1[CH:7]=[CH:6][CH:5]=[CH:4][CH:3]=1.[N:26]1[CH:31]=[CH:30][C:29](OB(O)O)=[CH:28][CH:27]=1.C(=O)([O-])[O-].[Na+].[Na+].C1(C)C=CC=CC=1>C(OCC)(=O)C.C(O)C>[CH2:1]([O:8][C:9]([N:11]1[CH2:16][CH2:15][N:14]([CH2:17][C:18]2[CH:23]=[CH:22][C:21]([C:29]3[CH:30]=[CH:31][N:26]=[CH:27][CH:28]=3)=[CH:20][CH:19]=2)[C:13](=[O:25])[CH2:12]1)=[O:10])[C:2]1[CH:7]=[CH:6][CH:5]=[CH:4][CH:3]=1 |f:2.3.4|. Procedure: A mixture of 4-benzyloxycarbonyl-1-(4-bromobenzyl)-2-piperazinone (807 mg), 4-pyridylboric acid (244 mg), tetrakis (triphenylphosphine)palladium (69 mg), 2M sodium carbonate solution (2 ml), toluene (8 ml) and ethanol (2 ml) was refluxed overnight. After the mixture was cooled, ethyl acetate was added to the reaction solution. The mixture was washed with water and saturated brine, dried (MgSO4) and concentrated. The residue was purified with silica gel column chromatography (ethyl acetate) to gi... Starting materials: CC(C)(C)[Si](C)(C)OCCC(C#N)c1cccc(Br)n1, C1CCOC1, Cl, O. Yields the product N#CC(CCO)c1cccc(Br)n1. RXN SMILES: [Br:1][c:2]1[cH:3][cH:4][cH:5][c:6]([CH:8]([C:9]#[N:10])[CH2:11][CH2:12][O:13][Si:14]([C:15]([CH3:16])([CH3:17])[CH3:18])([CH3:19])[CH3:20])[n:7]1.[CH2:22]1[O:23][CH2:24][CH2:25][CH2:26]1.[ClH:21].[OH2:27]>>[Br:1][c:2]1[cH:3][cH:4][cH:5][c:6]([CH:8]([C:9]#[N:10])[CH2:11][CH2:12][OH:13])[n:7]1. Reactants: Cc1nnc(C=S=O)o1, Cc1cccc(C)c1S, [H-], [Na+], CN(C)C=O, O. The product is Cc1nnc(Sc2c(C)cccc2C)o1. As a reaction SMILES: [CH3:12][c:13]1[n:14][n:15][c:16]([CH:18]=[S:19]=[O:20])[o:17]1.[CH3:3][c:4]1[c:5]([SH:11])[c:6]([CH3:10])[cH:7][cH:8][cH:9]1.[H-:2].[Na+:1].[O:22]=[CH:23][N:24]([CH3:25])[CH3:26].[OH2:21]>>[CH3:3][c:4]1[c:5]([S:11][c:16]2[n:15][n:14][c:13]([CH3:12])[o:17]2)[c:6]([CH3:10])[cH:7][cH:8][cH:9]1. The reactants are C(C)N1C[C@H](CC1)NC(=O)CC1=C(C=CC(=C1)F)S(=O)(=O)NC1=CC=C2C3C(COC2=C1C(=O)OC)C3 (methyl (1aRS,7bSR)-5-{2-[((S)-1-ethylpyrrolidin-3-ylcarbamoyl)methyl]-4-fluorobenzenesulfonylamino}-1,1a,2,7b-tetrahydrocyclopropa[c]chromene-4-carboxylate), C(C)N1C[C@H](CC1)NC(=O)CC1=C(C=CC(=C1)F)S(=O)(=O)NC1=CC=C2C3C(COC2=C1C(=O)OC)C3 (methyl (1aRS,7bSR)-5-{2-[((S)-1-ethylpyrrolidin-3-ylcarbamoyl)methyl]-4-fluorobenzenesulfonylamino}-1,1a,2,7b-tetrahydrocyclopropa[c]chromene-4-carboxylate), O.[OH-].[Li+] (lithium hydroxide monohydrate), C(=O)O (formic acid). The solvent is O1CCOCC1 (dioxane), O (water), CO (methanol). Yields the product C(C)N1C[C@H](CC1)NC(=O)CC1=C(C=CC(=C1)F)S(=O)(=O)NC1=CC=C2C3C(COC2=C1C(=O)O)C3 ((1aRS,7bSR)-5-{2-[((S)-1-ethylpyrrolidin-3-ylcarbamoyl)methyl]-4-fluorobenzenesulfonyl-amino}-1,1a,2,7b-tetrahydrocyclopropa[c]chromene-4-carboxylic acid). Isolated yield 63.2%. RXN SMILES: [CH2:1]([N:3]1[CH2:7][CH2:6][C@H:5]([NH:8][C:9]([CH2:11][C:12]2[CH:17]=[C:16]([F:18])[CH:15]=[CH:14][C:13]=2[S:19]([NH:22][C:23]2[C:32]([C:33]([O:35]C)=[O:34])=[C:31]3[C:26]([CH:27]4[CH2:37][CH:28]4[CH2:29][O:30]3)=[CH:25][CH:24]=2)(=[O:21])=[O:20])=[O:10])[CH2:4]1)[CH3:2].O.[OH-].[Li+].C(O)=O>O1CCOCC1.O.CO>[CH2:1]([N:3]1[CH2:7][CH2:6][C@H:5]([NH:8][C:9]([CH2:11][C:12]2[CH:17]=[C:16]([F:18])[CH:15]=[CH:14][C:13]=2[S:19]([NH:22][C:23]2[C:32]([C:33]([OH:35])=[O:34])=[C:31]3[C:26]([CH:27]4[CH2:37][CH:28]4[CH2:29][O:30]3)=[CH:25][CH:24]=2)(=[O:21])=[O:20])=[O:10])[CH2:4]1)[CH3:2] |f:1.2.3|. Reported procedure: A mixture of methyl (1aRS,7bSR)-5-{2-[((S)-1-ethylpyrrolidin-3-ylcarbamoyl)methyl]-4-fluorobenzenesulfonylamino}-1,1a,2,7b-tetrahydrocyclopropa[c]chromene-4-carboxylate (Intermediate 80, 0.148 g) and lithium hydroxide monohydrate (0.168 g) in dioxane (3 mL) and water (1 mL) was irradiated in the microwave at 130° C. for 40 minutes. After cooling, the mixture was diluted with methanol, acidified with formic acid and evaporated in vacuo. The residue was triturated with 10% methanol in DCM and filt...